Dataset: the Open Reaction Database (ORD), a public repository of structured organic reaction records. Task: describe an organic reaction: reactants, conditions, products, and yield Reactants: CCOC(C)=O, O=Cc1cc2ccc(Cl)cc2n1C(c1ccccc1)c1ccccc1, C[N+](=O)[O-]. Product: O=[N+]([O-])C=Cc1cc2ccc(Cl)cc2n1C(c1ccccc1)c1ccccc1. Reaction SMILES: [CH3:30][CH2:31][O:32][C:33]([CH3:34])=[O:35].[CH:1]([c:2]1[cH:3][cH:4][cH:5][cH:6][cH:7]1)([c:8]1[cH:9][cH:10][cH:11][cH:12][cH:13]1)[n:14]1[c:15]([CH:24]=[O:25])[cH:16][c:17]2[cH:18][cH:19][c:20]([Cl:23])[cH:21][c:22]12.[N+:26](=[O:27])([O-:28])[CH3:29]>>[CH:1]([c:2]1[cH:3][cH:4][cH:5][cH:6][cH:7]1)([c:8]1[cH:9][cH:10][cH:11][cH:12][cH:13]1)[n:14]1[c:15]([CH:24]=[CH:29][N+:26](=[O:27])[O-:28])[cH:16][c:17]2[cH:18][cH:19][c:20]([Cl:23])[cH:21][c:22]12. RXN SMILES: [CH2:1]([O:4][C:5]([NH:7][C:8]1[C:9](=[O:20])[N:10]([CH2:14][C:15]([O:17]CC)=[O:16])[CH:11]=[CH:12][CH:13]=1)=[O:6])[CH:2]=[CH2:3].FC(F)(F)C(O)=O>ClCCl.C1(C)C=CC=CC=1>[CH2:1]([O:4][C:5]([NH:7][C:8]1[C:9](=[O:20])[N:10]([CH2:14][C:15]([OH:17])=[O:16])[CH:11]=[CH:12][CH:13]=1)=[O:6])[CH:2]=[CH2:3]. Yields the product C(C=C)OC(=O)NC=1C(N(C=CC1)CC(=O)O)=O (3-[(Allyloxycarbonyl)amino]-2-oxo-1,2-dihydropyridylacetic Acid). Reported procedure: The compound of example 60 (1.00 g) is treated with 50% trifluoroacetic acid in dichloromethane (10 mL) for 1 hour at 0° C., and 3 hours at room temperature. The solution is diluted with toluene (50 mL) and the solvent is removed in vacuo to afford the title compound. Reactants: C(C=C)OC(=O)NC=1C(N(C=CC1)CC(=O)OCC)=O (Ethyl 3-[(Allyloxycarbonyl)amino]-2-oxo-1,2-dihydropyridylacetate), FC(C(=O)O)(F)F (trifluoroacetic acid). The solvent is ClCCl (dichloromethane), C1(=CC=CC=C1)C (toluene). Product: CC(=O)c1cc(C)c(I)s1. As a reaction SMILES: [CH3:1][c:2]1[cH:3][c:4]([C:7]([CH3:8])=[O:9])[s:5][cH:6]1.[Cl:32][C:33]([Cl:34])([Cl:35])[Cl:36].[Cl:37][CH2:38][Cl:39].[F:10][C:11]([F:12])([F:13])[C:14]([O:15][c:16]1[c:17]([O:18][C:19](=[O:20])[C:22]([F:23])([F:24])[F:25])[c:26]([I:21])[cH:27][cH:28][cH:29]1)=[O:30].[I:31]>>[CH3:1][c:2]1[cH:3][c:4]([C:7]([CH3:8])=[O:9])[s:5][c:6]1[I:21]. The reactants are CC(=O)c1cc(C)cs1, ClC(Cl)(Cl)Cl, ClCCl, O=C(Oc1cccc(I)c1OC(=O)C(F)(F)F)C(F)(F)F, I. Reactants: [Cl-].N1=CC=CC2=CN=CC=C12 (1,6-naphthyridine chloride), N1(CCCCC1)CCO (2-Piperidin-1-ylethanol), [H-].[Na+] (NaH), oil, CN(C)C=O (DMF). The solvent is CCOC(=O)C (EtOAc), O (H2O). Reaction conditions: time 20 minute. Product: CC1=C2C=CC(=NC2=CC=N1)OCCN1CCCCC1 (5-Methyl-2-(2-piperidin-1-ylethoxy)-[1,6]naphthyridine). The yield is 41.0%. Reaction SMILES: [N:1]1([CH2:7][CH2:8][OH:9])[CH2:6][CH2:5][CH2:4][CH2:3][CH2:2]1.[H-].[Na+].[Cl-].[N:13]1[C:22]2[C:17](=[CH:18][N:19]=[CH:20][CH:21]=2)[CH:16]=[CH:15][CH:14]=1.[CH3:23]N(C=O)C>CCOC(C)=O.O>[CH3:23][C:18]1[N:19]=[CH:20][CH:21]=[C:22]2[C:17]=1[CH:16]=[CH:15][C:14]([O:9][CH2:8][CH2:7][N:1]1[CH2:6][CH2:5][CH2:4][CH2:3][CH2:2]1)=[N:13]2 |f:1.2,3.4|. Procedure: 2-Piperidin-1-ylethanol (43 mg, 0.34 mmol) was treated with a 60% dispersion of NaH in mineral oil (17 mg, 0.42 mmol) in 2 mL of DMF. The mixture was stirred for 20 minutes and the 1,6-naphthyridine chloride was added, and the solution was stirred at 50° C. for 16 hours. The solution was cooled to room temperature and diluted with EtOAc and H2O. The organic layer was separated and washed with saturated aqueous sodium bicarbonate solution (NaHCO3) and brine, and dried over magnesium sulfate. The ...